Dataset: the Open Reaction Database (ORD), a public repository of structured organic reaction records. Task: describe an organic reaction: reactants, conditions, products, and yield Starting materials: [Al+3], COc1ccccc1, CC[N+](=O)[O-], O=C(O)C1CCC1, [Cl-], [Cl-], [Cl-]. The product is COc1ccc(C(=O)C2CCC2)cc1. As a reaction SMILES: [Al+3:2].[CH3:12][O:13][c:14]1[cH:15][cH:16][cH:17][cH:18][cH:19]1.[CH3:20][CH2:21][N+:22](=[O:23])[O-:24].[CH:5]1([C:9](=[O:10])[OH:11])[CH2:6][CH2:7][CH2:8]1.[Cl-:1].[Cl-:3].[Cl-:4]>>[CH:5]1([C:9](=[O:11])[c:17]2[cH:16][cH:15][c:14]([O:13][CH3:12])[cH:19][cH:18]2)[CH2:6][CH2:7][CH2:8]1. The reactants are C(#CCCCC)C1=C(C=CC=C1)C(CC1=CC=CC=C1)=O (1-[2-(1-Hexyn-1-yl)phenyl]-2-phenylethanone), C[Si](C)(C)[N-][Si](C)(C)C.[K+] (KHMDS). Solvent: C1(=CC=CC=C1)C (toluene), C1(=CC=CC=C1)C (toluene). Product: C(CCC)C=1C(=C(C2=CC=CC=C2C1)O)C1=CC=CC=C1 (3-Butyl-2-phenyl-1-naphthalenol). The yield is 68.3%. Reaction SMILES: [C:1]([C:7]1[CH:12]=[CH:11][CH:10]=[CH:9][C:8]=1[C:13](=[O:21])[CH2:14][C:15]1[CH:20]=[CH:19][CH:18]=[CH:17][CH:16]=1)#[C:2][CH2:3][CH2:4][CH2:5][CH3:6].C[Si]([N-][Si](C)(C)C)(C)C.[K+]>C1(C)C=CC=CC=1>[CH2:3]([C:2]1[C:14]([C:15]2[CH:16]=[CH:17][CH:18]=[CH:19][CH:20]=2)=[C:13]([OH:21])[C:8]2[C:7]([CH:1]=1)=[CH:12][CH:11]=[CH:10][CH:9]=2)[CH2:4][CH2:5][CH3:6] |f:1.2|. Procedure: A solution of 1-[2-(1-hexyn-1-yl)phenyl]-2-phenylethanone (171) (0.88 g, 3.18 mmol) in toluene was treated with a KHMDS solution in toluene to give 0.60 g (68%) of the title compound (172) as a light yellow solid. 1H NMR (400 MHz, CDCl3): δ 0.76 (t, J=7.3 Hz, 3H), 1.15-1.30 (m, 2H), 1.45-1.55 (m, 2H), 2.49 (t, J=7.8 Hz, 2H), 5.20 (s, 1H), 7.33 (s, 1H), 7.36 (d, J=7.0 Hz, 2H), 7.39-7.50 (m, 3H), 7.50-7.57 (m, 2H), 7.75 (d, J=7.9 Hz, 1H), 8.18 (d, J=8.0 Hz, 1H). LCMS (ESI): m/z 277 (M+H)+, m/z 275... Starting materials: C(C1=CC=CC=C1)N1C(N[C@@H](C1)C(=O)OC(C)(C)C)=O (tert.-butyl (4S)-1-benzyl-2-oxo-imidazolidine-4-carboxylate), CC(C)([O-])C.[K+] (potassium tert.-butoxide), C(C1=CC=CC=C1)(=O)SC[C@@H](C(=O)Cl)C ((2S)-3-benzoylthio-2-methylpropionyl chloride). Run in O1CCCC1 (tetrahydrofuran). The product is C(C1=CC=CC=C1)N1C(N([C@@H](C1)C(=O)OC(C)(C)C)C([C@@H](CSC(C1=CC=CC=C1)=O)C)=O)=O (tert.-butyl (4S)-1-benzyl-3-[(2S)-3-benzoylthio-2-methylpropionyl]-2-oxo-imidazolidine-4-carboxylate). Isolated yield 76.6%. RXN SMILES: [CH2:1]([N:8]1[CH2:12][C@@H:11]([C:13]([O:15][C:16]([CH3:19])([CH3:18])[CH3:17])=[O:14])[NH:10][C:9]1=[O:20])[C:2]1[CH:7]=[CH:6][CH:5]=[CH:4][CH:3]=1.CC(C)([O-])C.[K+].[C:27]([S:35][CH2:36][C@H:37]([CH3:41])[C:38](Cl)=[O:39])(=[O:34])[C:28]1[CH:33]=[CH:32][CH:31]=[CH:30][CH:29]=1>O1CCCC1>[CH2:1]([N:8]1[CH2:12][C@@H:11]([C:13]([O:15][C:16]([CH3:17])([CH3:19])[CH3:18])=[O:14])[N:10]([C:38](=[O:39])[C@H:37]([CH3:41])[CH2:36][S:35][C:27](=[O:34])[C:28]2[CH:33]=[CH:32][CH:31]=[CH:30][CH:29]=2)[C:9]1=[O:20])[C:2]1[CH:3]=[CH:4][CH:5]=[CH:6][CH:7]=1 |f:1.2|. Reported procedure: 27.6 g of tert.-butyl (4S)-1-benzyl-2-oxo-imidazolidine-4-carboxylate, 11.2 g of potassium tert.-butoxide, (2S)-3-benzoylthio-2-methylpropionyl chloride (prepared from 22.4 g of (2S)-3-benzoylthio-2-methylpropionic acid and 25 ml of thionyl chloride) and 200 ml of tetrahydrofuran are treated in the same manner as described in Example 2-(2). Then, the oily residue obtained is purified by silica gel chromatography (Solvent, toluene-ethyl acetate(20:1)) and triturated with n-hexane. 34.1 g of tert.... Reactants: C(C1=CC=CC=C1)NN (benzylhydrazine), ClC1=CC=C(C=C1)S(=O)(=O)N1C2C(C(CC1CCC2)=O)=CO (9-(4-chlorophenylsulfonyl)-2-(hydroxymethylene)-9-azabicyclo[3.3.1]nonan-3-one). Yields the product C(C1=CC=CC=C1)N1N=CC=2C3CCCC(CC12)N3S(=O)(=O)C3=CC=C(C=C3)Cl (5-Benzyl-12-(4-chloro-benzenesulfonyl)-4,5,12-triaza-tricyclo[6.3.1.02,6]dodeca-2(6),3-diene). Reaction SMILES: [CH2:1]([NH:8][NH2:9])[C:2]1[CH:7]=[CH:6][CH:5]=[CH:4][CH:3]=1.[Cl:10][C:11]1[CH:16]=[CH:15][C:14]([S:17]([N:20]2[CH:25]3[CH2:26][CH2:27][CH2:28][CH:21]2[C:22](=[CH:30]O)[C:23](=O)[CH2:24]3)(=[O:19])=[O:18])=[CH:13][CH:12]=1>>[CH2:1]([N:8]1[C:23]2[CH2:24][CH:25]3[N:20]([S:17]([C:14]4[CH:15]=[CH:16][C:11]([Cl:10])=[CH:12][CH:13]=4)(=[O:19])=[O:18])[CH:21]([CH2:28][CH2:27][CH2:26]3)[C:22]=2[CH:30]=[N:9]1)[C:2]1[CH:7]=[CH:6][CH:5]=[CH:4][CH:3]=1. Reported procedure: Prepared as described in Example 5 using benzylhydrazine and 9-(4-chlorophenylsulfonyl)-2-(hydroxymethylene)-9-azabicyclo[3.3.1]nonan-3-one which was prepared as described in Example 34. Starting materials: C(C)(C)(C)[Si](Cl)(C)C (tert-butyldimethylchlorosilane), O (Water), C(C1=CC=CC=C1)OC[C@H](CO)F ((S)-3-benzyloxy-2-fluoropropan-1-ol), N1C=NC=C1 (imidazole). Run in CN(C=O)C (N,N-dimethylformamide), C(C)(=O)OCC (ethyl acetate). Reaction conditions: time 16 hour. The product is C(C1=CC=CC=C1)OC[C@H](CO[Si](C)(C)C(C)(C)C)F ((R)-(3-Benzyloxy-2-fluoropropoxy)-tert-butyldimethylsilane). The yield is 97.5%. RXN SMILES: [CH2:1]([O:8][CH2:9][C@@H:10]([F:13])[CH2:11][OH:12])[C:2]1[CH:7]=[CH:6][CH:5]=[CH:4][CH:3]=1.N1C=CN=C1.[C:19]([Si:23]([CH3:26])([CH3:25])Cl)([CH3:22])([CH3:21])[CH3:20].O>CN(C)C=O.C(OCC)(=O)C>[CH2:1]([O:8][CH2:9][C@@H:10]([F:13])[CH2:11][O:12][Si:23]([C:19]([CH3:22])([CH3:21])[CH3:20])([CH3:26])[CH3:25])[C:2]1[CH:7]=[CH:6][CH:5]=[CH:4][CH:3]=1. Reported procedure: After dissolving (S)-3-benzyloxy-2-fluoropropan-1-ol (CAS 197389-28-9) (6.00 g) and imidazole (2.44 g) in N,N-dimethylformamide (60 ml), the mixture was cooled on ice. Next, tert-butyldimethylchlorosilane (5.57 g) was added and the mixture was stirred at room temperature for 16 hours. Water was added to the reaction mixture, and extraction was performed with ethyl acetate. The organic layer was washed with water, a saturated aqueous solution of ammonium chloride, water and brine in that order an... Starting materials: CCOC(=O)C1C2CCC(C2)C1N(CCC(C)C)C(=O)CC1=NS(=O)(=O)c2cc(I)ccc2N1, CC[O-], CCO, Cl, [Na+]. The product is CC(C)CCN1C(=O)C(C2=NS(=O)(=O)c3cc(I)ccc3N2)=C(O)C2C3CCC(C3)C21. As a reaction SMILES: [CH2:1]([O:2][C:4](=[O:5])[CH:6]1[CH:7]2[CH2:8][CH2:9][CH:10]([CH:11]1[N:12]([CH2:13][CH2:14][CH:15]([CH3:16])[CH3:17])[C:18]([CH2:19][C:20]1=[N:21][S:22](=[O:31])(=[O:32])[c:23]3[c:24]([cH:26][cH:27][c:28]([I:30])[cH:29]3)[NH:25]1)=[O:33])[CH2:34]2)[CH3:3].[CH3:36][CH2:37][O-:38].[CH3:40][CH2:41][OH:42].[ClH:39].[Na+:35]>>[C:4]1([OH:5])=[C:19]([C:20]2=[N:21][S:22](=[O:31])(=[O:32])[c:23]3[c:24]([cH:26][cH:27][c:28]([I:30])[cH:29]3)[NH:25]2)[C:18](=[O:33])[N:12]([CH2:13][CH2:14][CH:15]([CH3:16])[CH3:17])[CH:11]2[CH:6]1[CH:7]1[CH2:8][CH2:9][CH:10]2[CH2:34]1.